describe an organic reaction: reactants, conditions, products, and yield From a dataset of the Open Reaction Database (ORD), a public repository of structured organic reaction records. Reactants: CN(C)C(=O)Oc2ccc1ncccc1c2 (substrate), c4ccc(B3OB(c1ccccc1)OB(c2ccccc2)O3)cc4 (effective_coupling_partner). The reagents and catalysts are PCy3. Run at temperature 110 celsius, time 16 hour. Yields the product c3ccc(c2ccc1ncccc1c2)cc3.